This data is from the Open Reaction Database (ORD), a public repository of structured organic reaction records. The task is: describe an organic reaction: reactants, conditions, products, and yield The reactants are C(C)OC(\C(=C\CCC(C)C)\C1=CC=C(C=C1)S(=O)(=O)C)=O ((E)-2-(4-methanesulfonyl-phenyl)-6-methyl-hept-2-enoic acid ethyl ester), CC(C)C[AlH]CC(C)C (DIBAL), C1(=CC=CC=C1)C (toluene). The product is CS(=O)(=O)C1=CC=C(C=C1)/C(/CO)=C\CCC(C)C ((E)-2-(4-Methanesulfonyl-phenyl)-6-methyl-hept-2-en-1-ol). The yield is 89.3%. As a reaction SMILES: C([O:3][C:4](=O)/[C:5](/[C:12]1[CH:17]=[CH:16][C:15]([S:18]([CH3:21])(=[O:20])=[O:19])=[CH:14][CH:13]=1)=[CH:6]/[CH2:7][CH2:8][CH:9]([CH3:11])[CH3:10])C.CC(C[AlH]CC(C)C)C.C1(C)C=CC=CC=1>>[CH3:21][S:18]([C:15]1[CH:16]=[CH:17][C:12](/[C:5](=[CH:6]\[CH2:7][CH2:8][CH:9]([CH3:11])[CH3:10])/[CH2:4][OH:3])=[CH:13][CH:14]=1)(=[O:19])=[O:20]. Procedure details: Reduction of (E)-2-(4-methanesulfonyl-phenyl)-6-methyl-hept-2-enoic acid ethyl ester (320 mg, 1.09 mmol) with DIBAL in toluene (1.98 mL, 2.4 mmol) following the method of example 54e gives the title compound as an amorphous solid (275 mg). MS (m/e): 283 (M+H).